Dataset: the Open Reaction Database (ORD), a public repository of structured organic reaction records. Task: describe an organic reaction: reactants, conditions, products, and yield Reactants: C(C)(=O)NC=1C=C2CCC(C2=CC1)CCC(=O)O (5-acetamido-2-carboxyethylindane), C(C)(=O)[O-].[Na+] (sodium acetate), BrBr (bromine). The solvent is C(C)(=O)O (acetic acid). Conditions: time 18 hour. Yields the product C(C)(=O)NC=1C=C2CCC(C2=CC1Br)CCC(=O)O (5-Acetamido-6-bromo-2-carboxyethylindane). As a reaction SMILES: [C:1]([NH:4][C:5]1[CH:6]=[C:7]2[C:11](=[CH:12][CH:13]=1)[CH:10]([CH2:14][CH2:15][C:16]([OH:18])=[O:17])[CH2:9][CH2:8]2)(=[O:3])[CH3:2].C([O-])(=O)C.[Na+].[Br:24]Br>C(O)(=O)C>[C:1]([NH:4][C:5]1[CH:6]=[C:7]2[C:11](=[CH:12][C:13]=1[Br:24])[CH:10]([CH2:14][CH2:15][C:16]([OH:18])=[O:17])[CH2:9][CH2:8]2)(=[O:3])[CH3:2] |f:1.2|. Procedure details: A solution of 5-acetamido-2-carboxyethylindane (18 g, 73 mmol), sodium acetate (9 g, 110 mmol) in acetic acid (300 mL) was treated dropwise with bromine (14.1 g, 88 mmol) and then stirred for 18 h. After removing the solvent, the residue was dissolved in an ether:water mixture, and sodium bisulfite was added. The ether layer was separated and the aqueous layer back extracted. The combined organic layers were washed with saturated NaCl, dried over magnesium sulfate, filtered and evaporated. The s... The reactants are Cl (HCl), [Li+].[OH-] (LiOH), C(C)(=O)OC1=C(C=CC=C1)C=1OC(=NN1)C1=NC(=CN=C1N)C1=CC=C(C=C1)S(=O)(=O)C(C)C (2-(5-(3-amino-6-(4-(isopropylsulfonyl)phenyl)pyrazin-2-yl)-1,3,4-oxadiazol-2-yl)phenyl acetate), [Li+].[OH-] (LiOH). Solvent: C1CCOC1 (THF). Reaction conditions: time 3 hour. Yields the product NC=1C(=NC(=CN1)C1=CC=C(C=C1)S(=O)(=O)C(C)C)C1=NN=C(O1)C1=C(C=CC=C1)O (2-[5-[3-amino-6-(4-isopropylsulfonylphenyl)pyrazin-2-yl]-1,3,4-oxadiazol-2-yl]phenol). RXN SMILES: [Li+].[OH-].C([O:6][C:7]1[CH:12]=[CH:11][CH:10]=[CH:9][C:8]=1[C:13]1[O:14][C:15]([C:18]2[C:23]([NH2:24])=[N:22][CH:21]=[C:20]([C:25]3[CH:30]=[CH:29][C:28]([S:31]([CH:34]([CH3:36])[CH3:35])(=[O:33])=[O:32])=[CH:27][CH:26]=3)[N:19]=2)=[N:16][N:17]=1)(=O)C.Cl>C1COCC1>[NH2:24][C:23]1[C:18]([C:15]2[O:14][C:13]([C:8]3[CH:9]=[CH:10][CH:11]=[CH:12][C:7]=3[OH:6])=[N:17][N:16]=2)=[N:19][C:20]([C:25]2[CH:30]=[CH:29][C:28]([S:31]([CH:34]([CH3:36])[CH3:35])(=[O:33])=[O:32])=[CH:27][CH:26]=2)=[CH:21][N:22]=1 |f:0.1|. Procedure: LiOH (292.0 μL of 1 M, 0.2920 mmol) was added to a suspension of 2-(5-(3-amino-6-(4-(isopropylsulfonyl)phenyl)pyrazin-2-yl)-1,3,4-oxadiazol-2-yl)phenyl acetate (14 mg, 0.02920 mmol) in THF (5 mL) at ambient temperature. After 3 h, a further portion of LiOH (292.0 μL of 1 M, 0.2920 mmol) was added and the reaction continued to stir at room temperature for 1 h. 1M HCl was added dropwise until the reaction mixture was acidic and the resultant precipitate isolated by filtration. The solid residue wa... The reactants are CC=C(C)C, CC(C)(C)O, CC(C)(C)OC(=O)N1CCC(O)(c2cc(C=O)c3ccccc3c2)CC1, [O-][Cl+][O-], [Na+], [Na+], O, O=P([O-])(O)O. The product is CC(C)(C)OC(=O)N1CCC(O)(c2cc(C(=O)O)c3ccccc3c2)CC1. Reaction SMILES: [CH3:27][C:28](=[CH:29][CH3:30])[CH3:31].[CH3:42][C:43]([OH:44])([CH3:45])[CH3:46].[CH:1](=[O:2])[c:3]1[cH:4][c:5]([C:13]2([OH:26])[CH2:14][CH2:15][N:16]([C:19](=[O:20])[O:21][C:22]([CH3:23])([CH3:24])[CH3:25])[CH2:17][CH2:18]2)[cH:6][c:7]2[cH:8][cH:9][cH:10][cH:11][c:12]12.[Cl+:38]([O-:39])[O-:40].[Na+:37].[Na+:41].[OH2:47].[P:32](=[O:33])([O-:34])([OH:35])[OH:36]>>[C:1](=[O:2])([c:3]1[cH:4][c:5]([C:13]2([OH:26])[CH2:14][CH2:15][N:16]([C:19](=[O:20])[O:21][C:22]([CH3:23])([CH3:24])[CH3:25])[CH2:17][CH2:18]2)[cH:6][c:7]2[cH:8][cH:9][cH:10][cH:11][c:12]12)[OH:33]. Starting materials: C(CC)N(C=1C=C(C(N2C(=CC=CC12)C1=C(C=C(C=C1C)C)C)=O)C(=O)OCC)CCC (Ethyl 1-(dipropylamino)-6-mesityl-4-oxo-4H-quinolizine-3-carboxylate), [H-].C(C(C)C)[Al+]CC(C)C (Diisobutylaluminum hydride). Solvent: O1CCCC1 (tetrahydrofuran). Run at time 1 hour. The product is ethyl acetate hexanes, C(CC)N(C=1C=C(C(N2C(=CC=CC12)C1=C(C=C(C=C1C)C)C)=O)CO)CCC (1-(Dipropylamino)-3-(hydroxymethyl)-6-mesityl-4H-quinolizin-4-one). The yield is 59.3%. RXN SMILES: [CH2:1]([N:4]([CH2:30][CH2:31][CH3:32])[C:5]1[CH:6]=[C:7]([C:25](OCC)=[O:26])[C:8](=[O:24])[N:9]2[C:14]=1[CH:13]=[CH:12][CH:11]=[C:10]2[C:15]1[C:20]([CH3:21])=[CH:19][C:18]([CH3:22])=[CH:17][C:16]=1[CH3:23])[CH2:2][CH3:3].[H-].C([Al+]CC(C)C)C(C)C>O1CCCC1>[CH2:30]([N:4]([CH2:1][CH2:2][CH3:3])[C:5]1[CH:6]=[C:7]([CH2:25][OH:26])[C:8](=[O:24])[N:9]2[C:14]=1[CH:13]=[CH:12][CH:11]=[C:10]2[C:15]1[C:16]([CH3:23])=[CH:17][C:18]([CH3:22])=[CH:19][C:20]=1[CH3:21])[CH2:31][CH3:32] |f:1.2|. Reported procedure: Ethyl 1-(dipropylamino)-6-mesityl-4-oxo-4H-quinolizine-3-carboxylate, (0.020 g, 0.046 mmol), in tetrahydrofuran (1 mL) was cooled to −40° C. Diisobutylaluminum hydride (1.5M, 92 mL, 0.14 mmol) was added rapidly and the solution was warmed to room temperature. The reaction was quenched with methanol and stirred with saturated Rochelle's salt for 1 h. The solution was extracted with ethyl acetate, dried over sodium sulfate, filtered and concentrated. Flash chromatography (25% ethyl acetate/hexanes... Reactants: O=C([O-])O, C1CCOC1, CCN=C=NCCCN(C)C, CCN(C(C)C)C(C)C, CCOC(=O)CCN, [Na+], O, O=C(O)c1ccc(O)cc1. The product is CCOC(=O)CCNC(=O)c1ccc(O)cc1. Reaction SMILES: [C:45](=[O:46])([OH:47])[O-:48].[CH2:39]1[O:40][CH2:41][CH2:42][CH2:43]1.[CH3:10][CH2:11][N:12]=[C:13]=[N:14][CH2:15][CH2:16][CH2:17][N:18]([CH3:19])[CH3:20].[CH:1]([N:2]([CH:3]([CH3:4])[CH3:5])[CH2:6][CH3:7])([CH3:8])[CH3:9].[NH2:31][CH2:32][CH2:33][C:34](=[O:35])[O:36][CH2:37][CH3:38].[Na+:49].[OH2:44].[OH:21][C:22](=[O:23])[c:24]1[cH:25][cH:26][c:27]([OH:28])[cH:29][cH:30]1>>[C:22](=[O:23])([c:24]1[cH:25][cH:26][c:27]([OH:28])[cH:29][cH:30]1)[NH:31][CH2:32][CH2:33][C:34](=[O:35])[O:36][CH2:37][CH3:38]. The reactants are BrC1=C(C=CC(=N1)C#N)OC (6-Bromo-5-methoxypyridine-2-carbonitrile), P(=O)([O-])([O-])[O-].[K+].[K+].[K+] (tripotassium phosphate), potassium cyclopropyl(trifluoro)borate, C1(CCCCC1)P(C1CCCCC1)C1CCCCC1 (tricyclohexylphosphine). The reagents and catalysts are C(C)(=O)[O-].[Pd+2].C(C)(=O)[O-] (palladium(II) acetate). Solvent: C1(=CC=CC=C1)C (toluene), O (water). Conditions: temperature 130 celsius. Product: C1(CC1)C1=C(C=CC(=N1)C#N)OC (6-Cyclopropyl-5-methoxypyridine-2-carbonitrile). Reaction SMILES: Br[C:2]1[N:7]=[C:6]([C:8]#[N:9])[CH:5]=[CH:4][C:3]=1[O:10][CH3:11].C1(P([CH:25]2[CH2:30][CH2:29]CCC2)C2CCCCC2)CCCCC1.P([O-])([O-])([O-])=O.[K+].[K+].[K+]>C1(C)C=CC=CC=1.O.C([O-])(=O)C.[Pd+2].C([O-])(=O)C>[CH:29]1([C:2]2[N:7]=[C:6]([C:8]#[N:9])[CH:5]=[CH:4][C:3]=2[O:10][CH3:11])[CH2:30][CH2:25]1 |f:2.3.4.5,8.9.10|. Procedure details: In a microwave vial, 6-bromo-5-methoxypyridine-2-carbonitrile (9-2, 300 mg, 1.41 mmol, 1.0 equiv), potassium cyclopropyl(trifluoro)borate (521 mg, 3.52 mmol, 2.5 equiv), tricyclohexylphosphine (158 mg, 0.56 mmol, 0.4 equiv), palladium(II) acetate (63.2 mg, 0.28 mmol, 0.2 equiv) and tripotassium phosphate (1046 mg, 4.93 mmol, 3.5 equiv) were suspended in toluene (15 mL) and water (0.75 mL). The reaction mixture was heated in a microwave reactor for 60 minutes at 130° C. and then filtered, rinsing...